From a dataset of the Open Reaction Database (ORD), a public repository of structured organic reaction records. describe an organic reaction: reactants, conditions, products, and yield The reactants are CC(C)CC(=O)O, [Cl-], CSc1nc(N)nc(N2CCc3ccccc3CC2)c1C#N, c1ccncc1. The product is CSc1nc(NC(=O)CC(C)C)nc(N2CCc3ccccc3CC2)c1C#N. Reaction SMILES: [C:24]([CH2:25][CH:26]([CH3:27])[CH3:28])(=[O:29])[OH:30].[Cl-:23].[NH2:1][c:2]1[n:3][c:4]([N:12]2[CH2:13][CH2:14][c:15]3[c:16]([cH:19][cH:20][cH:21][cH:22]3)[CH2:17][CH2:18]2)[c:5]([C:10]#[N:11])[c:6]([S:8][CH3:9])[n:7]1.[cH:31]1[cH:32][cH:33][n:34][cH:35][cH:36]1>>[NH:1]([c:2]1[n:3][c:4]([N:12]2[CH2:13][CH2:14][c:15]3[c:16]([cH:19][cH:20][cH:21][cH:22]3)[CH2:17][CH2:18]2)[c:5]([C:10]#[N:11])[c:6]([S:8][CH3:9])[n:7]1)[C:24]([CH2:25][CH:26]([CH3:27])[CH3:28])=[O:29]. The reactants are NC(=O)C=1C=C(C=CC1)CCC1CCN(CC1)C(=O)OC(C)(C)C (Tert-butyl 4-{2-[3-(aminocarbonyl)phenyl]ethyl}-1-piperidinecarboxylate), Cl.CCOC(=O)C (hydrogen chloride EtOAc). Solvent: CCOC(=O)C (EtOAc). Reaction conditions: time 4 hour. Yields the product Cl.N1CCC(CC1)CCC=1C=C(C(=O)N)C=CC1 (3-[2-(4-piperidinyl)ethyl]benzamide hydrochloride). As a reaction SMILES: [NH2:1][C:2]([C:4]1[CH:5]=[C:6]([CH2:10][CH2:11][CH:12]2[CH2:17][CH2:16][N:15](C(OC(C)(C)C)=O)[CH2:14][CH2:13]2)[CH:7]=[CH:8][CH:9]=1)=[O:3].[ClH:25].CCOC(C)=O>CCOC(C)=O>[ClH:25].[NH:15]1[CH2:16][CH2:17][CH:12]([CH2:11][CH2:10][C:6]2[CH:5]=[C:4]([CH:9]=[CH:8][CH:7]=2)[C:2]([NH2:1])=[O:3])[CH2:13][CH2:14]1 |f:1.2,4.5|. Procedure details: Tert-butyl 4-{2-[3-(aminocarbonyl)phenyl]ethyl}-1-piperidinecarboxylate (13.8 g) was dissolved in EtOAc (200 ml), and 4 M hydrogen chloride/EtOAc solution (130 ml) was added thereto, followed by stirring at room temperature for 4 hours, and then concentrated. Acetonitrile was added to the resulting residue, followed by heating, and the precipitated crystal was collected by filtration, washed with EtOAc, and dried under reduced pressure to obtain 3-[2-(4-piperidinyl)ethyl]benzamide hydrochloride ...